Dataset: the Open Reaction Database (ORD), a public repository of structured organic reaction records. Task: describe an organic reaction: reactants, conditions, products, and yield The reactants are O=[N+]([O-])c1cc(Br)cnc1Cl, CCOC(=O)CC(=O)OCC, CN(C)C=O, [H-], [Na+]. Yields the product CCOC(=O)C(C(=O)OCC)c1ncc(Br)cc1[N+](=O)[O-]. Reaction SMILES: [Br:14][c:15]1[cH:16][c:17]([N+:22](=[O:23])[O-:24])[c:18]([Cl:21])[n:19][cH:20]1.[C:3]([CH2:4][C:5](=[O:6])[O:7][CH2:8][CH3:9])(=[O:10])[O:11][CH2:12][CH3:13].[CH3:25][N:26]([CH3:27])[CH:28]=[O:29].[H-:1].[Na+:2]>>[C:3]([CH:4]([C:5](=[O:6])[O:7][CH2:8][CH3:9])[c:18]1[c:17]([N+:22](=[O:23])[O-:24])[cH:16][c:15]([Br:14])[cH:20][n:19]1)(=[O:10])[O:11][CH2:12][CH3:13]. As a reaction SMILES: [CH3:23][CH2:24][O:25][CH2:26][CH3:27].[Cl-:22].[K+:2].[Na+:21].[O:3]1[CH2:4][CH2:5][CH2:6][CH2:7]1.[O:8]=[C:9]([CH2:10][C:11]([CH:12]=[O:13])([CH:14]1[CH2:15][CH2:16]1)[CH:17]1[CH2:18][CH2:19]1)[CH3:20].[OH-:1]>>[O:8]=[C:9]1[CH2:10][C:11]([CH:14]2[CH2:15][CH2:16]2)([CH:17]2[CH2:18][CH2:19]2)[CH:12]=[CH:20]1. The reactants are CCOCC, [Cl-], [K+], [Na+], C1CCOC1, CC(=O)CC(C=O)(C1CC1)C1CC1, [OH-]. Yields the product O=C1C=CC(C2CC2)(C2CC2)C1. Starting materials: CCCCCCC(=O)NN, CCCCCCCCc1ccc2c(c1)Cc1cc(C(=O)Cl)ccc1-2, C1COCCO1, O, c1ccncc1. The product is CCCCCCCCc1ccc2c(c1)Cc1cc(C(=O)NNC(=O)CCCCCC)ccc1-2. As a reaction SMILES: [C:1]([CH2:2][CH2:3][CH2:4][CH2:5][CH2:6][CH3:7])(=[O:8])[NH:9][NH2:10].[CH2:11]([CH2:12][CH2:13][CH2:14][CH2:15][CH2:16][CH2:17][CH3:18])[c:19]1[cH:20][cH:21][c:22]2[c:30]([cH:31]1)[CH2:29][c:28]1[c:23]-2[cH:24][cH:25][c:26]([C:32](=[O:33])[Cl:34])[cH:27]1.[O:42]1[CH2:43][CH2:44][O:45][CH2:46][CH2:47]1.[OH2:41].[cH:35]1[cH:36][cH:37][n:38][cH:39][cH:40]1>>[C:1]([CH2:2][CH2:3][CH2:4][CH2:5][CH2:6][CH3:7])(=[O:8])[NH:9][NH:10][C:32]([c:26]1[cH:25][cH:24][c:23]2[c:28]([cH:27]1)[CH2:29][c:30]1[c:22]-2[cH:21][cH:20][c:19]([CH2:11][CH2:12][CH2:13][CH2:14][CH2:15][CH2:16][CH2:17][CH3:18])[cH:31]1)=[O:33]. Starting materials: O=C([O-])[O-], CC(C)(C)OC(=O)N1CCC2(CCNCC2)C1, Cc1ccccc1, N#Cc1ccc(Cl)cc1, [Cs+], [Cs+], CC(=O)[O-], CC(=O)[O-], [Pd+2], c1ccc(P(c2ccccc2)c2ccc3ccccc3c2-c2c(P(c3ccccc3)c3ccccc3)ccc3ccccc23)cc1. Product: CC(C)(C)OC(=O)N1CCC2(CCN(c3ccc(C#N)cc3)CC2)C1. Reaction SMILES: [C:1](=[O:2])([O-:3])[O-:4].[CH2:7]1[N:8]([C:17](=[O:18])[O:19][C:20]([CH3:21])([CH3:22])[CH3:23])[CH2:9][CH2:10][C:11]12[CH2:12][CH2:13][NH:14][CH2:15][CH2:16]2.[CH3:79][c:80]1[cH:81][cH:82][cH:83][cH:84][cH:85]1.[Cl:24][c:25]1[cH:26][cH:27][c:28]([C:29]#[N:30])[cH:31][cH:32]1.[Cs+:5].[Cs+:6].[O-:87][C:88]([CH3:89])=[O:90].[O-:91][C:92]([CH3:93])=[O:94].[Pd+2:86].[cH:33]1[cH:34][cH:35][c:36]([P:37]([c:38]2[cH:39][cH:40][c:41]3[c:42]([cH:43][cH:44][cH:45][cH:46]3)[c:47]2-[c:48]2[c:49]3[c:50]([cH:51][cH:52][cH:53][cH:54]3)[cH:55][cH:56][c:57]2[P:58]([c:59]2[cH:60][cH:61][cH:62][cH:63][cH:64]2)[c:65]2[cH:66][cH:67][cH:68][cH:69][cH:70]2)[c:71]2[cH:72][cH:73][cH:74][cH:75][cH:76]2)[cH:77][cH:78]1>>[CH2:7]1[N:8]([C:17](=[O:18])[O:19][C:20]([CH3:21])([CH3:22])[CH3:23])[CH2:9][CH2:10][C:11]12[CH2:12][CH2:13][N:14]([c:25]1[cH:26][cH:27][c:28]([C:29]#[N:30])[cH:31][cH:32]1)[CH2:15][CH2:16]2. The reactants are O=C([O-])[O-], N#Cc1ccc(OCc2ccccc2)c(O)c1, COC(=O)c1ccccc1Sc1c(F)c(F)nc(F)c1F, CCOC(C)=O, [Cs+], [Cs+], [K+], CN(C)C=O, [OH-]. Product: COC(=O)c1ccccc1Sc1c(F)c(F)nc(Oc2cc(C#N)ccc2OCc2ccccc2)c1F. Reaction SMILES: [C:39](=[O:40])([O-:41])[O-:42].[CH2:22]([c:23]1[cH:24][cH:25][cH:26][cH:27][cH:28]1)[O:29][c:30]1[c:31]([OH:38])[cH:32][c:33]([C:36]#[N:37])[cH:34][cH:35]1.[CH3:1][O:2][C:3](=[O:4])[c:5]1[c:6]([S:11][c:12]2[c:13]([F:21])[c:14]([F:20])[n:15][c:16]([F:19])[c:17]2[F:18])[cH:7][cH:8][cH:9][cH:10]1.[CH3:52][CH2:53][O:54][C:55](=[O:56])[CH3:57].[Cs+:43].[Cs+:44].[K+:46].[O:47]=[CH:48][N:49]([CH3:50])[CH3:51].[OH-:45]>>[CH3:1][O:2][C:3](=[O:4])[c:5]1[c:6]([S:11][c:12]2[c:13]([F:21])[c:14]([O:38][c:31]3[c:30]([O:29][CH2:22][c:23]4[cH:24][cH:25][cH:26][cH:27][cH:28]4)[cH:35][cH:34][c:33]([C:36]#[N:37])[cH:32]3)[n:15][c:16]([F:19])[c:17]2[F:18])[cH:7][cH:8][cH:9][cH:10]1. The reactants are BrB(Br)Br, COC(=O)C(Cc1ccc(-c2ccccc2OC)cc1)NC(=O)c1c(Cl)cccc1Cl, ClCCl. Yields the product COC(=O)C(Cc1ccc(-c2ccccc2O)cc1)NC(=O)c1c(Cl)cccc1Cl. Reaction SMILES: [B:1]([Br:2])([Br:3])[Br:4].[CH3:5][O:6][C:7]([CH:8]([NH:9][C:10]([c:11]1[c:12]([Cl:18])[cH:13][cH:14][cH:15][c:16]1[Cl:17])=[O:19])[CH2:20][c:21]1[cH:22][cH:23][c:24](-[c:27]2[c:28]([O:33][CH3:34])[cH:29][cH:30][cH:31][cH:32]2)[cH:25][cH:26]1)=[O:35].[Cl:36][CH2:37][Cl:38]>>[CH3:5][O:6][C:7]([CH:8]([NH:9][C:10]([c:11]1[c:12]([Cl:18])[cH:13][cH:14][cH:15][c:16]1[Cl:17])=[O:19])[CH2:20][c:21]1[cH:22][cH:23][c:24](-[c:27]2[c:28]([OH:33])[cH:29][cH:30][cH:31][cH:32]2)[cH:25][cH:26]1)=[O:35]. Reactants: BrC1=CC(=NC=C1)OC1CCOCC1 (4-bromo-2-(tetrahydro-pyran-4-yloxy)-pyridine), CC1(OB(OC1(C)C)B1OC(C(O1)(C)C)(C)C)C (4,4,5,5,4′,4′,5′,5′-octamethyl-2,2′-bi-1,3,2-dioxaborolane), C(C)(=O)[O-].[K+] (potassium acetate). Solvent: CS(=O)C (DMSO). Reaction conditions: temperature 100 celsius. Product: O1CCC(CC1)OC1=NC=CC(=C1)B(O)O (2-(tetrahydro-pyran-4-yloxy)-4-pyridinylboronic acid). RXN SMILES: Br[C:2]1[CH:7]=[CH:6][N:5]=[C:4]([O:8][CH:9]2[CH2:14][CH2:13][O:12][CH2:11][CH2:10]2)[CH:3]=1.CC1(C)C(C)(C)[O:19][B:18](B2OC(C)(C)C(C)(C)O2)[O:17]1.C([O-])(=O)C.[K+]>CS(C)=O>[O:12]1[CH2:13][CH2:14][CH:9]([O:8][C:4]2[CH:3]=[C:2]([B:18]([OH:19])[OH:17])[CH:7]=[CH:6][N:5]=2)[CH2:10][CH2:11]1 |f:2.3|. Reported procedure: To 4-bromo-2-(tetrahydro-pyran-4-yloxy)-pyridine (0.2 g, 0.77 mmol) in DMSO (5 ml) (degassed by bubbling N2 through) was added 4,4,5,5,4′,4′,5′,5′-octamethyl-2,2′-bi-1,3,2-dioxaborolane (0.39 g, 1.55 mmol) and potassium acetate (0.27 g, 2.31 mmol). PdCl2ddpf (0.028 g, 0.04 mmol) was added, the reaction mixture again degassed and then heated at 100° C. for 5 h. The compound was passed through a C18 reverse phase chromatography column to afford desired product, used crude. MS: [MH]+ 224.